The task is: describe an organic reaction: reactants, conditions, products, and yield. This data is from the Open Reaction Database (ORD), a public repository of structured organic reaction records. As a reaction SMILES: Cl[C:2]1[C:6]2[CH:7]=[CH:8][CH:9]=[CH:10][C:5]=2[S:4](=[O:12])(=[O:11])[N:3]=1.Cl.Cl.[NH2:15][CH:16]([CH2:33][CH:34]1[CH2:39][CH2:38][CH2:37][CH2:36][CH2:35]1)[C:17]([NH:19][C:20]1([C:31]#[N:32])[CH2:24][CH2:23][N:22]([CH:25]2[CH2:30][CH2:29][CH2:28][CH2:27][CH2:26]2)[CH2:21]1)=[O:18]>>[C:31]([C:20]1([NH:19][C:17](=[O:18])[CH:16]([NH:15][C:2]2[C:6]3[CH:7]=[CH:8][CH:9]=[CH:10][C:5]=3[S:4](=[O:12])(=[O:11])[N:3]=2)[CH2:33][CH:34]2[CH2:39][CH2:38][CH2:37][CH2:36][CH2:35]2)[CH2:24][CH2:23][N:22]([CH:25]2[CH2:26][CH2:27][CH2:28][CH2:29][CH2:30]2)[CH2:21]1)#[N:32] |f:1.2.3|. Starting materials: ClC1=NS(C2=C1C=CC=C2)(=O)=O (3-chloro benzo[d]isothiazole 1,1-dioxide), Cl.Cl.NC(C(=O)NC1(CN(CC1)C1CCCCC1)C#N)CC1CCCCC1 (2-amino-N-(3-cyano-1-cyclohexyl-pyrrolidin-3-yl)-3-cyclohexyl-propionamide bis hydrochloride salt). Procedure details: The title compound was prepared starting from 3-chloro benzo[d]isothiazole 1,1-dioxide and 2-amino-N-(3-cyano-1-cyclohexyl-pyrrolidin-3-yl)-3-cyclohexyl-propionamide bis hydrochloride salt according to the procedure from Example 10, except that the compound was further purified by HPLC using a 20×250 mm C18 reverse phase column with the method being 40% acetonitrile in water to acetonitrile. MS, m/z 512=M+1. Product: C(#N)C1(CN(CC1)C1CCCCC1)NC(C(CC1CCCCC1)NC1=NS(C2=C1C=CC=C2)(=O)=O)=O (N-(3-Cyano-1-cyclohexyl-pyrrolidin-3-yl)-3-cyclohexyl-2-(1,1-dioxo-1H-1λ6-benzo[d]isothiazol-3-ylamino)-propionamide).